This data is from the Open Reaction Database (ORD), a public repository of structured organic reaction records. The task is: describe an organic reaction: reactants, conditions, products, and yield The reagents and catalysts are [Ag] (silver). Yields the product COC1=C(C=C(C=C1)OC)C(C=O)C (α-(2,5-Dimethoxy-phenyl)-propionaldehyde). Procedure details: 432 mg of silver tetrafluoborate and 305 mg of hydroquinone dimethyl ether are first introduced into a flask fitted with a cold finger. After fitting a dropping funnel sealed by a serum cap and equipped with a pressure compensating device, the apparatus is evacuated 5 times under a waterpump vacuum and is subsequently filled with dry nitrogen. Sulphur dioxide was then condensed in the apparatus at -20°C until the volume of the solution is 40 ml. A solution of 2-chloropropanal-N-cyclohexylnitrone... Run at time 6 hour. Reactants: ClC(C=O)C.C1(CCCCC1)[N+](=C)[O-] (2-chloropropanal N-cyclohexylnitrone), COC1=CC=C(OC)C=C1 (hydroquinone dimethyl ether), S(=O)=O (sulphur dioxide), S(=O)=O (sulphur dioxide). The solvent is C(Cl)Cl (methylene chloride), C(Cl)Cl (methylene chloride). RXN SMILES: [CH3:1][O:2][C:3]1[CH:10]=[CH:9][C:6]([O:7][CH3:8])=[CH:5][CH:4]=1.Cl[CH:12]([CH3:15])[CH:13]=[O:14].C1([N+]([O-])=C)CCCCC1.S(=O)=O>C(Cl)Cl.[Ag]>[CH3:1][O:2][C:3]1[CH:10]=[CH:9][C:6]([O:7][CH3:8])=[CH:5][C:4]=1[CH:12]([CH3:15])[CH:13]=[O:14] |f:1.2|. Solvent: C(C)O (ethanol), C1(=CC=CC=C1)C (toluene). Reactants: ClC1=C(C(=CC=C1)Cl)NC(C)=N (N-(2,6-dichlorophenyl)acetamidine), C([O-])(O)=O.[Na+] (sodium bicarbonate), BrCC(C(F)(F)F)=O (3-bromo-1,1,1-trifluoro-propan-2-one), C1(=CC=C(C=C1)S(=O)(=O)O)C (p-toluenesulfonic acid). The product is ClC1=C(C(=CC=C1)Cl)N1C(=NC(=C1)C(F)(F)F)C (1-(2,6-dichloro-phenyl)-2-methyl-4-trifluoromethyl-1H-imidazole). Procedure details: A 500 mL flask was charged with 4.8 g (24 mmol) of N-(2,6-dichlorophenyl)acetamidine, sodium bicarbonate 4.03 g (48 mmol) and 250 mL anhydrous ethanol. 5 g (26.2 mmol) of 3-bromo-1,1,1-trifluoro-propan-2-one was added dropwise. After 1 h solid was filtered off and the filtrate was evaporated in vacuo to give a crude. A mixture of the crude and p-toluenesulfonic acid (668 mg, 3.5 mmol) in toluene was heated to 105° C. for 15 hours. The crude reaction mixture was washed into a separatory funnel wi... As a reaction SMILES: [Cl:1][C:2]1[CH:7]=[CH:6][CH:5]=[C:4]([Cl:8])[C:3]=1[NH:9][C:10](=[NH:12])[CH3:11].C(=O)(O)[O-].[Na+].Br[CH2:19][C:20](=O)[C:21]([F:24])([F:23])[F:22].C1(C)C=CC(S(O)(=O)=O)=CC=1>C1(C)C=CC=CC=1.C(O)C>[Cl:1][C:2]1[CH:7]=[CH:6][CH:5]=[C:4]([Cl:8])[C:3]=1[N:9]1[CH:19]=[C:20]([C:21]([F:24])([F:23])[F:22])[N:12]=[C:10]1[CH3:11] |f:1.2|. Reaction conditions: temperature 105 celsius. Reactants: C12CNCCC2CN1C1=NC2=CC=CC=C2N=C1 (2-(3,8-diaza-bicyclo[4.2.0]oct-8-yl)-quinoxaline), [C@@H]12CN(CC[C@H]2CN1)C(=O)C1=C(C=CC(=C1)F)N1N=CC=N1 ((1R,6S)-3,8-diazabicyclo[4.2.0]octan-3-yl(5-fluoro-2-(2H-1,2,3-triazol-2-yl)phenyl)methanone), ClC1=NC=NC(=C1)NC (4-chloro-6-methylaminopyrimidine). The product is FC=1C=CC(=C(C1)C(=O)N1C[C@@H]2N(C[C@@H]2CC1)C1=CC(=NC=N1)NC)N1N=CC=N1 (6-[(1R,6S)-3-{[5-Fluoro-2-(2H-1,2,3-triazol-2-yl)phenyl]carbonyl}-3,8-diazabicyclo[4.2.0]oct-8-yl]-N-methylpyrimidin-4-amine). Reaction SMILES: C12N(C3C=NC4C(=CC=CC=4)N=3)CC1CCNC2.[C@@H:19]12[NH:26][CH2:25][C@@H:24]1[CH2:23][CH2:22][N:21]([C:27]([C:29]1[CH:34]=[C:33]([F:35])[CH:32]=[CH:31][C:30]=1[N:36]1[N:40]=[CH:39][CH:38]=[N:37]1)=[O:28])[CH2:20]2.Cl[C:42]1[CH:47]=[C:46]([NH:48][CH3:49])[N:45]=[CH:44][N:43]=1>>[F:35][C:33]1[CH:32]=[CH:31][C:30]([N:36]2[N:40]=[CH:39][CH:38]=[N:37]2)=[C:29]([C:27]([N:21]2[CH2:22][CH2:23][C@@H:24]3[C@@H:19]([N:26]([C:42]4[N:43]=[CH:44][N:45]=[C:46]([NH:48][CH3:49])[CH:47]=4)[CH2:25]3)[CH2:20]2)=[O:28])[CH:34]=1. Procedure: The title compound was prepared in a manner analogous to Intermediate 2, Step A, using (1R,6S)-3,8-diazabicyclo[4.2.0]octan-3-yl(5-fluoro-2-(2H-1,2,3-triazol-2-yl)phenyl)methanone and 4-chloro-6-methylaminopyrimidine. MS (ESI) mass calcd. for C20H21FN8O, 408.4; m/z found, 409.2 [M+H]+. The reactants are C1(CCCCC1)CCNC1=CC=C(C=C1)CC(=O)O (4-(2-cyclohexylethylamino)phenylacetic acid), C(C(O)C)(=O)O (lactic acid), C=1(C(=CC=CC1)S(=O)(=O)O)C (toluenesulfonic acid). Solvent: C1(=CC=CC=C1)C (toluene). Yields the product C1(CCCCC1)CCNC1=CC=C(C=C1)CC(=O)OC(C)C(=O)O (1-carboxyethyl 4-(2-cyclohexylethylamino)-phenylacetate). Reaction SMILES: [CH:1]1([CH2:7][CH2:8][NH:9][C:10]2[CH:15]=[CH:14][C:13]([CH2:16][C:17]([OH:19])=[O:18])=[CH:12][CH:11]=2)[CH2:6][CH2:5][CH2:4][CH2:3][CH2:2]1.[C:20]([OH:25])(=[O:24])[CH:21]([CH3:23])O.C1(C)C(S(O)(=O)=O)=CC=CC=1>C1(C)C=CC=CC=1>[CH:1]1([CH2:7][CH2:8][NH:9][C:10]2[CH:15]=[CH:14][C:13]([CH2:16][C:17]([O:19][CH:21]([C:20]([OH:25])=[O:24])[CH3:23])=[O:18])=[CH:12][CH:11]=2)[CH2:6][CH2:5][CH2:4][CH2:3][CH2:2]1. Reported procedure: A flask containing 10.0 g. 4-(2-cyclohexylethylamino)phenylacetic acid, 3.3 g. lactic acid, 500 mg. toluenesulfonic acid and 500 ml. toluene equipped with a Soxhlet extractor charged with activated 4 A Linde molecular sieves. The solution is refluxed for 24 hours during which time the Soxhlet extractor is charged twice more with fresh sieves. The hot solution is filtered and left to cool, whereupon 1-carboxyethyl 4-(2-cyclohexylethylamino)phenylacetate separates as off-white crystals. The reactants are C1CCCCC1, COC(=O)NC1CN(Cc2ccccc2)CC1NC(=O)CCC(F)(F)CCl, CC(C)(C)[O-], CCCCCCC, CN(C)C=O, [Na+]. Yields the product COC(=O)NC1CN(Cc2ccccc2)CC1N1CC(F)(F)CCC1=O. RXN SMILES: [CH2:41]1[CH2:42][CH2:43][CH2:44][CH2:45][CH2:46]1.[CH3:1][O:2][C:3]([NH:4][CH:5]1[CH2:6][N:7]([CH2:20][c:21]2[cH:22][cH:23][cH:24][cH:25][cH:26]2)[CH2:8][CH:9]1[NH:10][C:11]([CH2:12][CH2:13][C:14]([CH2:15][Cl:16])([F:17])[F:18])=[O:19])=[O:27].[CH3:28][C:29]([CH3:30])([O-:31])[CH3:32].[CH3:34][CH2:35][CH2:36][CH2:37][CH2:38][CH2:39][CH3:40].[CH3:47][N:48]([CH3:49])[CH:50]=[O:51].[Na+:33]>>[CH3:1][O:2][C:3]([NH:4][CH:5]1[CH2:6][N:7]([CH2:20][c:21]2[cH:22][cH:23][cH:24][cH:25][cH:26]2)[CH2:8][CH:9]1[N:10]1[C:11](=[O:19])[CH2:12][CH2:13][C:14]([F:17])([F:18])[CH2:15]1)=[O:27]. Reactants: CC(=O)O[BH-](OC(C)=O)OC(C)=O, CC(C)(C)C(=O)n1ncc2cc(NC3CCCNC3)ccc21, CSc1ccc(C=O)cc1, CC(=O)O, ClCCCl, [Na+]. Yields the product CSc1ccc(CN2CCCC(Nc3ccc4c(cnn4C(=O)C(C)(C)C)c3)C2)cc1. Reaction SMILES: [C:37]([O:38][BH-:39]([O:40][C:41](=[O:42])[CH3:43])[O:44][C:45](=[O:46])[CH3:47])(=[O:48])[CH3:49].[CH3:1][C:2]([C:3](=[O:4])[n:5]1[n:6][cH:7][c:8]2[cH:9][c:10]([NH:14][CH:15]3[CH2:16][NH:17][CH2:18][CH2:19][CH2:20]3)[cH:11][cH:12][c:13]12)([CH3:21])[CH3:22].[CH3:23][S:24][c:25]1[cH:26][cH:27][c:28]([CH:29]=[O:30])[cH:31][cH:32]1.[CH3:33][C:34](=[O:35])[OH:36].[Cl:51][CH2:52][CH2:53][Cl:54].[Na+:50]>>[CH3:1][C:2]([C:3](=[O:4])[n:5]1[n:6][cH:7][c:8]2[cH:9][c:10]([NH:14][CH:15]3[CH2:16][N:17]([CH2:29][c:28]4[cH:27][cH:26][c:25]([S:24][CH3:23])[cH:32][cH:31]4)[CH2:18][CH2:19][CH2:20]3)[cH:11][cH:12][c:13]12)([CH3:21])[CH3:22]. Starting materials: C(CCCCCCCCCCCCC)(=O)OCCN(CCOC(CCCCCCCCCCCCC)=O)C(CCCN(C)C)=O (((4-(dimethylamino)butanoyl)azanediyl)bis(ethane-2,1-diyl) ditetradecanoate), BrCCO (2-Bromoethanol). Run in C(C)#N (ACN). Reaction conditions: temperature 80 celsius, time 8 hour. The product is [Br-].C(CCCCCCC\C=C/CCCCCCCC)(=O)OCCN(C(CCC[N+](C)(C)CCO)=O)CCOC(CCCCCCC\C=C/CCCCCCCC)=O (4-(bis(2-(oleoyloxy)ethyl)amino)-N-(2-hydroxyethyl)-N,N-dimethyl-4-oxobutan-1-aminium bromide). Reaction SMILES: [C:1]([O:16][CH2:17][CH2:18][N:19]([C:38](=[O:45])[CH2:39][CH2:40][CH2:41][N:42]([CH3:44])[CH3:43])[CH2:20][CH2:21][O:22][C:23](=[O:37])[CH2:24][CH2:25][CH2:26][CH2:27][CH2:28][CH2:29][CH2:30][CH2:31][CH2:32][CH2:33][CH2:34][CH2:35][CH3:36])(=[O:15])[CH2:2][CH2:3][CH2:4][CH2:5][CH2:6][CH2:7][CH2:8][CH2:9][CH2:10][CH2:11][CH2:12][CH2:13][CH3:14].[Br:46][CH2:47][CH2:48][OH:49]>C(#N)C>[Br-:46].[C:23]([O:22][CH2:21][CH2:20][N:19]([CH2:18][CH2:17][O:16][C:1](=[O:15])[CH2:2][CH2:3][CH2:4][CH2:5][CH2:6][CH2:7][CH2:8]/[CH:9]=[CH:10]\[CH2:11][CH2:12][CH2:13][CH2:14][CH2:5][CH2:6][CH2:7][CH3:8])[C:38](=[O:45])[CH2:39][CH2:40][CH2:41][N+:42]([CH2:47][CH2:48][OH:49])([CH3:43])[CH3:44])(=[O:37])[CH2:24][CH2:25][CH2:26][CH2:27][CH2:28][CH2:29][CH2:30]/[CH:31]=[CH:32]\[CH2:33][CH2:34][CH2:35][CH2:36][CH2:1][CH2:2][CH2:3][CH3:4] |f:3.4|. Procedure: In a sealed system, ((4-(dimethylamino)butanoyl)azanediyl)bis(ethane-2,1-diyl) ditetradecanoate (400 mg, 0.535 mmol) was dissolved in ACN (5 mL) and 2-Bromoethanol (500 uL) was added. The reaction vessel was flushed with inert gas and then sealed. Reaction was heated to 80° C. and stirred overnight, then concentrated. Purification by silica gel chromatography with DCM/MeOH gradient yielded 4-(bis(2-(oleoyloxy)ethyl)amino)-N-(2-hydroxyethyl)-N,N-dimethyl-4-oxobutan-1-aminium bromide (255 mg). LCM... Starting materials: OCCC1Cc2ccccc2C1, ClCCl, O=[Cr](=O)([O-])Cl, O, c1cc[nH+]cc1. Yields the product O=CCC1Cc2ccccc2C1. RXN SMILES: [CH2:13]1[CH:14]([CH2:22][CH2:23][OH:24])[CH2:15][c:16]2[cH:17][cH:18][cH:19][cH:20][c:21]21.[CH2:25]([Cl:26])[Cl:27].[O:1]=[Cr:2]([Cl:3])([O-:4])=[O:5].[OH2:12].[nH+:6]1[cH:7][cH:8][cH:9][cH:10][cH:11]1>>[CH2:13]1[CH:14]([CH2:22][CH:23]=[O:24])[CH2:15][c:16]2[cH:17][cH:18][cH:19][cH:20][c:21]21. Reactants: ClC1=NC(=NC(=C1)Cl)N[C@@H](C)C1=CC=C(C=C1)F ((S)-4,6-dichloro-N-[1-(4-fluorophenyl)ethyl]pyrimidine-2-amine), N1=CN=CC(=C1)B(O)O (pyrimidine-5-boronic acid), C([O-])([O-])=O.[K+].[K+] (potassium carbonate), O1CCOCC1 (1,4-dioxane). The solvent is O (water), C(C)(=O)OCC (ethyl acetate). Run at temperature 90 celsius, time 6 hour. The product is ClC1=CC(=NC(=N1)N[C@@H](C)C1=CC=C(C=C1)F)C=1C=NC=NC1 ((S)-6-chloro-N-[1-(4-fluorophenyl)ethyl]-4,5′-bipyrimidine-2-amine). The yield is 30.2%. As a reaction SMILES: Cl[C:2]1[CH:7]=[C:6]([Cl:8])[N:5]=[C:4]([NH:9][C@H:10]([C:12]2[CH:17]=[CH:16][C:15]([F:18])=[CH:14][CH:13]=2)[CH3:11])[N:3]=1.[N:19]1[CH:24]=[C:23](B(O)O)[CH:22]=[N:21][CH:20]=1.C(=O)([O-])[O-].[K+].[K+].O1CCOCC1>C(OCC)(=O)C.O>[Cl:8][C:6]1[N:5]=[C:4]([NH:9][C@H:10]([C:12]2[CH:17]=[CH:16][C:15]([F:18])=[CH:14][CH:13]=2)[CH3:11])[N:3]=[C:2]([C:23]2[CH:24]=[N:19][CH:20]=[N:21][CH:22]=2)[CH:7]=1 |f:2.3.4|. Procedure details: 210 mg of (S)-4,6-dichloro-N-[1-(4-fluorophenyl)ethyl]pyrimidine-2-amine (Reference Example 1), 91 mg of pyrimidine-5-boronic acid, 304 mg of potassium carbonate and 60 mg of 1,1′-bis(diphenylphosphino)ferrocene-palladium(II)dichloride-dichloromethane complex were added in turn to a degassed mixed solution of 3 ml of 1,4-dioxane and 1 ml of water, and the mixture was stirred at 90° C. for 6 hours under argon atmosphere. The reaction solution was diluted with ethyl acetate. The solution was washe...